describe an organic reaction: reactants, conditions, products, and yield From a dataset of the Open Reaction Database (ORD), a public repository of structured organic reaction records. Starting materials: C(=CC1=CC=CC=C1)C1=CC=NC=C1 (4-styrylpyridine), BrCCC1OCCO1 (2-(2-bromoethyl) 1,3-dioxolane). Product: [Br-].O1C(OCC1)CC[N+]1=CC=C(C=C1)C=CC1=CC=CC=C1 (N-[2-(1,3-dioxolane-2-yl)ethyl]-4-styrylpyridinium bromide). RXN SMILES: [CH:1]([C:9]1[CH:14]=[CH:13][N:12]=[CH:11][CH:10]=1)=[CH:2][C:3]1[CH:8]=[CH:7][CH:6]=[CH:5][CH:4]=1.[Br:15][CH2:16][CH2:17][CH:18]1[O:22][CH2:21][CH2:20][O:19]1>>[Br-:15].[O:19]1[CH2:20][CH2:21][O:22][CH:18]1[CH2:17][CH2:16][N+:12]1[CH:11]=[CH:10][C:9]([CH:1]=[CH:2][C:3]2[CH:8]=[CH:7][CH:6]=[CH:5][CH:4]=2)=[CH:14][CH:13]=1 |f:2.3|. Reported procedure: By the procedure described in Ex 8., 4-styrylpyridine (3.62 g) and 2-(2-bromoethyl) 1,3-dioxolane (3.76 g) were reacted to obtain N-[2-(1,3-dioxolane-2-yl)ethyl]-4-styrylpyridinium bromide. Reactants: sulfodehydroabietic acid, Cl.N[C@@H](CCC(N)=O)C(=O)OCC (ethyl L-glutaminate hydrochloride). Reagents/catalysts: C([O-])([O-])=O.[Ag+2] (silver carbonate). The product is N[C@@H](CCC(N)=O)C(=O)OCC (ethyl L-glutaminate). Isolated yield 104.0%. RXN SMILES: Cl.[NH2:2][C@H:3]([C:9]([O:11][CH2:12][CH3:13])=[O:10])[CH2:4][CH2:5][C:6](=[O:8])[NH2:7]>C(=O)([O-])[O-].[Ag+2]>[NH2:2][C@H:3]([C:9]([O:11][CH2:12][CH3:13])=[O:10])[CH2:4][CH2:5][C:6](=[O:8])[NH2:7] |f:0.1,2.3|. Procedure: 1.31 g of sulfodehydroabietic acid, 0.472 g of silver carbonate and 0.93 g of ethyl L-glutaminate hydrochloride are treated in the same manner as described in Example 29, whereby 0.8 g of sulfodehydroabietic acid ethyl L-glutaminate salt monohydrate is obtained. The reactants are ClCCl, CC(C)(C)[O-], COc1cc(C=O)ccc1-n1cnc(C)c1, CCOC(C)=O, CCOOP(=O)(OOCC)C(NC(=O)OCc1ccccc1)C(=O)OC, [Cl-], [K+], [NH4+]. Yields the product COC(=O)C(=Cc1ccc(-n2cnc(C)c2)c(OC)c1)NC(=O)OCc1ccccc1. Reaction SMILES: [CH2:57]([Cl:58])[Cl:59].[CH3:1][C:2]([CH3:3])([O-:4])[CH3:5].[CH3:33][O:34][c:35]1[cH:36][c:37]([CH:38]=[O:39])[cH:40][cH:41][c:42]1-[n:43]1[cH:44][n:45][c:46]([CH3:48])[cH:47]1.[CH3:51][CH2:52][O:53][C:54](=[O:55])[CH3:56].[CH3:7][O:8][C:9]([CH:10]([P:11]([O:12][O:13][CH2:14][CH3:15])([O:16][O:17][CH2:18][CH3:19])=[O:20])[NH:21][C:22](=[O:23])[O:24][CH2:25][c:26]1[cH:27][cH:28][cH:29][cH:30][cH:31]1)=[O:32].[Cl-:49].[K+:6].[NH4+:50]>>[CH3:7][O:8][C:9]([C:10]([NH:21][C:22](=[O:23])[O:24][CH2:25][c:26]1[cH:27][cH:28][cH:29][cH:30][cH:31]1)=[CH:38][c:37]1[cH:36][c:35]([O:34][CH3:33])[c:42](-[n:43]2[cH:44][n:45][c:46]([CH3:48])[cH:47]2)[cH:41][cH:40]1)=[O:32]. Starting materials: Cn1c(S(C)(=O)=O)nc2cccnc21, CC(C)(C)[O-], CO, [K+], Cc1ccnc2c1n(C)c(=O)n2-c1ccc(O)cc1. Yields the product Cc1ccnc2c1n(C)c(=O)n2-c1ccc(Oc2nc3cccnc3n2C)cc1. Reaction SMILES: [CH3:1][n:2]1[c:3]([S:11]([CH3:12])(=[O:13])=[O:14])[n:4][c:5]2[c:6]1[n:7][cH:8][cH:9][cH:10]2.[CH3:34][C:35]([CH3:36])([O-:37])[CH3:38].[CH3:40][OH:41].[K+:39].[OH:15][c:16]1[cH:17][cH:18][c:19](-[n:22]2[c:23](=[O:33])[n:24]([CH3:32])[c:25]3[c:26]2[n:27][cH:28][cH:29][c:30]3[CH3:31])[cH:20][cH:21]1>>[CH3:1][n:2]1[c:3]([O:15][c:16]2[cH:17][cH:18][c:19](-[n:22]3[c:23](=[O:33])[n:24]([CH3:32])[c:25]4[c:26]3[n:27][cH:28][cH:29][c:30]4[CH3:31])[cH:20][cH:21]2)[n:4][c:5]2[c:6]1[n:7][cH:8][cH:9][cH:10]2. The reactants are [BH4-], COc1cccc(C(=O)C2CCN(CCc3ccc(F)cc3)CC2)c1OC, CO, [Na+]. The product is COc1cccc(C(O)C2CCN(CCc3ccc(F)cc3)CC2)c1OC. RXN SMILES: [BH4-:28].[CH3:1][O:2][c:3]1[c:4]([C:11](=[O:12])[CH:13]2[CH2:14][CH2:15][N:16]([CH2:19][CH2:20][c:21]3[cH:22][cH:23][c:24]([F:27])[cH:25][cH:26]3)[CH2:17][CH2:18]2)[cH:5][cH:6][cH:7][c:8]1[O:9][CH3:10].[CH3:30][OH:31].[Na+:29]>>[CH3:1][O:2][c:3]1[c:4]([CH:11]([OH:12])[CH:13]2[CH2:14][CH2:15][N:16]([CH2:19][CH2:20][c:21]3[cH:22][cH:23][c:24]([F:27])[cH:25][cH:26]3)[CH2:17][CH2:18]2)[cH:5][cH:6][cH:7][c:8]1[O:9][CH3:10]. Starting materials: CC(CC[N+](=O)[O-])C (3-methyl-1-nitrobutane), NC1=C(C(=NS1)C(F)(F)F)C#N (5-amino-3-(trifluoromethyl)-1,2-thiazole-4-carbonitrile), ethyl acetate petroleum ether, N(=O)OCCC(C)C (isopentyl nitrite), BrBr (Br2). Solvent: C(Cl)Cl (DCM). Reaction conditions: temperature 0 celsius, time 30 minute. Product: BrC1=C(C(=NS1)C(F)(F)F)C#N (5-bromo-3-(trifluoromethyl)-1,2-thiazole-4-carbonitrile). RXN SMILES: CC(C)CC[N+]([O-])=O.N(OCCC(C)C)=O.[Br:17]Br.N[C:20]1[S:24][N:23]=[C:22]([C:25]([F:28])([F:27])[F:26])[C:21]=1[C:29]#[N:30]>C(Cl)Cl>[Br:17][C:20]1[S:24][N:23]=[C:22]([C:25]([F:28])([F:27])[F:26])[C:21]=1[C:29]#[N:30]. Reported procedure: Into a 100-mL round-bottom flask, was placed 3-methyl-1-nitrobutane (14.4 g, 122.92 mmol, 6.00 equiv), isopentyl nitrite (30 mL), Br2 (32.4 g, 202.74 mmol, 10.00 equiv). This was followed by the addition of 5-amino-3-(trifluoromethyl)-1,2-thiazole-4-carbonitrile (4.0 g, 20.71 mmol, 1.00 equiv), in portions at 0° C. The resulting solution was stirred for 30 min at 0° C. in a water/ice bath. The reaction progress was monitored by TLC (ethyl acetate/petroleum ether=1:4). The resulting solution was ... Starting materials: ClC1=CC=C(N=N1)C(=O)OC (methyl 6-chloropyridazine-3-carboxylate), N (ammonia). Solvent: CO (methanol). Reaction conditions: temperature 0 celsius. Yields the product ClC1=CC=C(N=N1)C(=O)N (6-Chloropyridazine-3-carboxamide). The yield is 99.0%. As a reaction SMILES: [Cl:1][C:2]1[N:7]=[N:6][C:5]([C:8]([O:10]C)=O)=[CH:4][CH:3]=1.[NH3:12]>CO>[Cl:1][C:2]1[N:7]=[N:6][C:5]([C:8]([NH2:12])=[O:10])=[CH:4][CH:3]=1. Procedure details: Dissolve methyl 6-chloropyridazine-3-carboxylate (0.498 g, 2.89 mmol) in methanol (28 mL). Cool the solution to 0° C. with an acetone/dry ice bath. Bubble ammonia into the reaction mixture, then allow it to warm to 0° C. over 1 hour before concentrating to give the title compound (0.451 g, 99%): TOF MS ES+ 157.0 (M)+, HRMS calcd for C5H4N3OCl 157.0043 (M)+, found 157.0010, time 4.45 min; HPLC [YMC-Pro pack C-18 (150×4.6 mm, S-5 microm), 0.1 TFA/acetonitrile in 0.1% TFA/water at 1.0 mL/min, 10-20... Reactants: [OH-].[Na+] (NaOH), C(C)(=O)OC=1C=C2C(=NC=NC2=CC1OC)NC1=CC(=C(C=C1)F)Cl (4-((3-chloro-4-fluorophenyl)amino)-7-methoxyquinazolin-6-yl acetate), Cl (HCl). Run in CO (methanol). Conditions: time 6 hour. Yields the product ClC=1C=C(C=CC1F)NC1=NC=NC2=CC(=C(C=C12)O)OC (4-((3-chloro-4-fluorophenyl)amino)-7-methoxyquinazolin-6-ol). Isolated yield 89.7%. Reaction SMILES: C([O:4][C:5]1[CH:6]=[C:7]2[C:12](=[CH:13][C:14]=1[O:15][CH3:16])[N:11]=[CH:10][N:9]=[C:8]2[NH:17][C:18]1[CH:23]=[CH:22][C:21]([F:24])=[C:20]([Cl:25])[CH:19]=1)(=O)C.[OH-].[Na+].Cl>CO>[Cl:25][C:20]1[CH:19]=[C:18]([NH:17][C:8]2[C:7]3[C:12](=[CH:13][C:14]([O:15][CH3:16])=[C:5]([OH:4])[CH:6]=3)[N:11]=[CH:10][N:9]=2)[CH:23]=[CH:22][C:21]=1[F:24] |f:1.2|. Reported procedure: To a suspension of 4-((3-chloro-4-fluorophenyl)amino)-7-methoxyquinazolin-6-yl acetate (2.51 g) and methanol (50 mL) was added 5 mol/L NaOH (5.00 mL) at room temperature. The reaction mixture was stirred at room temperature for 6 h, and was adjusted to pH 5 with 0.1 N HCl (aq). The mixture was filtered to give the title compound as a solid (1.99 g, 90.00%). Reactants: [H-].[Al+3].[Li+].[H-].[H-].[H-] (Lithium aluminium hydride), CN(C1(CCC(CC1)(C=NO)C)C1=CC=CC=C1)C (4-dimethylamino-1-methyl-4-phenyl-cyclohexane carbaldehyde oxime). The solvent is C1CCOC1 (THF), C1CCOC1 (THF). Yields the product NCC1(CCC(CC1)(C1=CC=CC=C1)N(C)C)C ([4-aminomethyl-4-methyl-1-phenylcyclohexyl]-dimethylamine). RXN SMILES: [H-].[Al+3].[Li+].[H-].[H-].[H-].[CH3:7][N:8]([CH3:25])[C:9]1([C:19]2[CH:24]=[CH:23][CH:22]=[CH:21][CH:20]=2)[CH2:14][CH2:13][C:12]([CH3:18])([CH:15]=[N:16]O)[CH2:11][CH2:10]1>C1COCC1>[NH2:16][CH2:15][C:12]1([CH3:18])[CH2:11][CH2:10][C:9]([N:8]([CH3:25])[CH3:7])([C:19]2[CH:20]=[CH:21][CH:22]=[CH:23][CH:24]=2)[CH2:14][CH2:13]1 |f:0.1.2.3.4.5|. Procedure: Lithium aluminium hydride (1.82 g, 48.0 mmol) was suspended in abs. THF (200 mL) in argon, mixed in drops with a solution of the title compound from step 3 (6.25 g, 24.0 mmol) in abs. THF (20 mL) and boiled for 4 h with reflux. The batch was then hydrolysed with water (20 mL) at 10° C. and filtered off over diatomaceous earth. The THF was removed in a vacuum, the residue adjusted to pH 11 with 1N NaOH and extracted with ethyl acetate. The combined organic phases were dried over Na2SO4, concentra...